Dataset: the Open Reaction Database (ORD), a public repository of structured organic reaction records. Task: describe an organic reaction: reactants, conditions, products, and yield The reactants are N(C1=CC=CC=C1)C(CCCC(=O)O)C1=CC=C(C=C1)Cl (5-anilino-5-(4-chlorophenyl)pentanoic acid), N1=CC=CC=C1 (pyridine), ice water, solution, S(=O)(Cl)Cl (thionyl chloride). The solvent is C1(=CC=CC=C1)C (toluene), C1(=CC=CC=C1)C (toluene). Product: ClC1=CC=C(C=C1)C1CCCC(N1C1=CC=CC=C1)=O (6-(4-chlorophenyl)-1-phenyl-2-piperidone). Isolated yield 97.9%. RXN SMILES: [NH:1]([CH:8]([C:15]1[CH:20]=[CH:19][C:18]([Cl:21])=[CH:17][CH:16]=1)[CH2:9][CH2:10][CH2:11][C:12](O)=[O:13])[C:2]1[CH:7]=[CH:6][CH:5]=[CH:4][CH:3]=1.N1C=CC=CC=1.S(Cl)(Cl)=O>C1(C)C=CC=CC=1>[Cl:21][C:18]1[CH:19]=[CH:20][C:15]([CH:8]2[N:1]([C:2]3[CH:7]=[CH:6][CH:5]=[CH:4][CH:3]=3)[C:12](=[O:13])[CH2:11][CH2:10][CH2:9]2)=[CH:16][CH:17]=1. Procedure: (2)-(a) A solution of 17.8 g of 5-anilino-5-(4-chlorophenyl)pentanoic acid in a mixed solution of 290 ml of toluene and 13.9 g of pyridine was cooled to -3° C. and stirred. To this solution was added 10 ml solution of 5.1 ml of thionyl chloride in toluene dropwise over 1 hour. After stirring at -3° C. for 1 hour and at room temperature for 1.5 hours, the reaction mixture was poured into ice-water. The toluene layer was washed with diluted hydrochloric acid, a saturated aqueous sodium chloride so... The reactants are S(=O)([O-])S(=O)[O-].[Na+].[Na+] (Sodium dithionite), NC=1N=C(NC(C1N=O)=O)C1=C(C=CC=C1)OC (4-amino-2-(2-methoxyphenyl)-5-nitrosopyrimid-6-one). Run in O (water). Run at time 50 minute. The product is NC=1N=C(NC(C1N)=O)C1=C(C=CC=C1)OC (4,5-diamino-2-(2-methoxyphenyl)pyrimid-6-one). The yield is 43.8%. RXN SMILES: S(S([O-])=O)([O-])=O.[Na+].[Na+].[NH2:9][C:10]1[N:11]=[C:12]([C:19]2[CH:24]=[CH:23][CH:22]=[CH:21][C:20]=2[O:25][CH3:26])[NH:13][C:14](=[O:18])[C:15]=1[N:16]=O>O>[NH2:9][C:10]1[N:11]=[C:12]([C:19]2[CH:24]=[CH:23][CH:22]=[CH:21][C:20]=2[O:25][CH3:26])[NH:13][C:14](=[O:18])[C:15]=1[NH2:16] |f:0.1.2|. Procedure: Sodium dithionite (8.7 g.) was added slowly to a stirred mixture of 4-amino-2-(2-methoxyphenyl)-5-nitrosopyrimid-6-one (6.15 g.) and water (90 ml.) at 70°-80° C., and stirring at that temperature was continued for a further 50 minutes. The mixture was then cooled, the yellow solid was filtered off, washed with water and dried to give 4,5-diamino-2-(2-methoxyphenyl)pyrimid-6-one (2.54 g.), m.p. 222°-223° C. (with decomposition), pure enough for use as a starting material in the next stage of the ... Reactants: C1(CC1)C1=NNC=2CCC(CC12)C(=O)OC (methyl 3-cyclopropyl-4,5,6,7-tetrahydro-1H-indazole-5-carboxylate), O[Li].O (LiOH.H2O). The solvent is CO (MeOH), O (H2O). Run at time 18 hour. Yields the product C1(CC1)C1=NNC=2CCC(CC12)C(=O)O (3-cyclopropyl-4,5,6,7-tetrahydro-1H-indazole-5-carboxylic acid). Isolated yield 76.3%. Reaction SMILES: [CH:1]1([C:4]2[C:12]3[CH2:11][CH:10]([C:13]([O:15]C)=[O:14])[CH2:9][CH2:8][C:7]=3[NH:6][N:5]=2)[CH2:3][CH2:2]1.O[Li].O>CO.O>[CH:1]1([C:4]2[C:12]3[CH2:11][CH:10]([C:13]([OH:15])=[O:14])[CH2:9][CH2:8][C:7]=3[NH:6][N:5]=2)[CH2:2][CH2:3]1 |f:1.2|. Procedure: To a solution methyl 3-cyclopropyl-4,5,6,7-tetrahydro-1H-indazole-5-carboxylate (35.0 g) in MeOH (300 mL) was added a solution of LiOH.H2O (10.8 g, 0.26 mol) in H2O (200 mL) at 0° C. After stirring 18 h at rt the solvent was removed in vacuum. To the residue water (200 mL) was added and aqueous solution was acidified to pH=4-5 with 10% HCl. The precipitate was collected by filtration to give 3-cyclopropyl-4,5,6,7-tetrahydro-1H-indazole-5-carboxylic acid (25.0 g, 80% yield for 2 steps). Procedure: 21.3 g of 2-amino-4,5,6-trichlorophenol, 27.6 g of anhydrous potassium carbonate and 150 ml of ethyl acetate were placed in a 300 ml round-bottom flask and a solution of 9.9 g of diphosgen (trichloromethyl chloroformate) dissolved in 50 ml of ethyl acetate was added dropwise to the mixture with stirring under cooling on ice-water bath. The resulting mixture was heated at reflux temperature for one hour and the reaction solution was then cooled and subjected to suction filtration to remove insolu... Starting materials: NC1=C(C(=C(C(=C1)Cl)Cl)Cl)O (2-amino-4,5,6-trichlorophenol), C([O-])([O-])=O.[K+].[K+] (potassium carbonate), diphosgen (trichloromethyl chloroformate). The product is ClC=1C(=C(C2=C(NC(O2)=O)C1)Cl)Cl (5,6,7-trichlorobenzoxazolone). Solvent: C(C)(=O)OCC (ethyl acetate), C(C)(=O)OCC (ethyl acetate). As a reaction SMILES: [NH2:1][C:2]1[CH:7]=[C:6]([Cl:8])[C:5]([Cl:9])=[C:4]([Cl:10])[C:3]=1[OH:11].[C:12](=O)([O-])[O-:13].[K+].[K+]>C(OCC)(=O)C>[Cl:8][C:6]1[C:5]([Cl:9])=[C:4]([Cl:10])[C:3]2[O:11][C:12](=[O:13])[NH:1][C:2]=2[CH:7]=1 |f:1.2.3|. Yield: 82.0%. Reactants: ClC1=CC(=CC=C1)C(=O)OO (m-chloroperbenzoic acid), resultant mixture, C(CCCCCCCCCCCCC)O (tetradecanol), [H-].[Na+] (NaH), C(C(C)=C)Cl (methallyl chloride). Run in ClCCl (dichloromethane), O (water), CN(C=O)C (dimethylformamide). Run at temperature 60 celsius, time 15 hour. Yields the product O1CC1(COCCCCCCCCCCCCCC)C (1,2-epoxy-2-methyl-3-tetradecyloxypropane). The yield is 79.5%. RXN SMILES: [CH2:1]([OH:15])[CH2:2][CH2:3][CH2:4][CH2:5][CH2:6][CH2:7][CH2:8][CH2:9][CH2:10][CH2:11][CH2:12][CH2:13][CH3:14].[H-].[Na+].C(Cl)C(=C)C.ClC1C=C[CH:27]=[C:26]([C:30]([O:32]O)=O)[CH:25]=1>ClCCl.O.CN(C)C=O>[O:32]1[C:26]([CH3:27])([CH2:25][O:15][CH2:1][CH2:2][CH2:3][CH2:4][CH2:5][CH2:6][CH2:7][CH2:8][CH2:9][CH2:10][CH2:11][CH2:12][CH2:13][CH3:14])[CH2:30]1 |f:1.2|. Reported procedure: A 200-ml flask equipped with a stirrer was charged with 10 g (46.6 mmol) of tetradecanol, 50 ml of dimethylformamide, 2.86 g (71.5 mmol) of 60% NaH and 5.96 g (65.8 mmol) of methallyl chloride. The contents were stirred at 60° C. for 15 hours. After completion of the reaction, the reaction mixture was added with water and subjected to extraction with hexane, and the solvent was distilled off under reduced pressure. The resultant residue was charged into a 300-ml flask equipped with a stirrer, an... RXN SMILES: [C:28](=[O:29])([O-:30])[O-:31].[CH2:19]([CH3:20])[N:21]([C:22]([CH2:23][Cl:24])=[O:25])[CH2:26][CH3:27].[CH2:34]([OH:35])[CH2:36][CH3:37].[Cl:1][c:2]1[cH:3][c:4]([C:8]([CH2:9][CH3:10])([OH:11])[c:12]2[c:13]([OH:18])[cH:14][cH:15][cH:16][cH:17]2)[cH:5][cH:6][cH:7]1.[K+:32].[K+:33]>>[Cl:1][c:2]1[cH:3][c:4]([C:8]([CH2:9][CH3:10])([OH:11])[c:12]2[c:13]([O:18][CH2:23][C:22]([N:21]([CH2:19][CH3:20])[CH2:26][CH3:27])=[O:25])[cH:14][cH:15][cH:16][cH:17]2)[cH:5][cH:6][cH:7]1. Starting materials: O=C([O-])[O-], CCN(CC)C(=O)CCl, CCCO, CCC(O)(c1cccc(Cl)c1)c1ccccc1O, [K+], [K+]. The product is CCN(CC)C(=O)COc1ccccc1C(O)(CC)c1cccc(Cl)c1.